From a dataset of the Open Reaction Database (ORD), a public repository of structured organic reaction records. describe an organic reaction: reactants, conditions, products, and yield The reactants are ClCCl, OCC1CC(c2ccc(F)cc2)=NO1, O=S(Cl)Cl. Product: Fc1ccc(C2=NOC(CCl)C2)cc1. As a reaction SMILES: [CH2:19]([Cl:20])[Cl:21].[F:5][c:6]1[cH:7][cH:8][c:9]([C:12]2=[N:13][O:14][CH:15]([CH2:17][OH:18])[CH2:16]2)[cH:10][cH:11]1.[S:1]([Cl:2])([Cl:3])=[O:4]>>[Cl:3][CH2:17][CH:15]1[O:14][N:13]=[C:12]([c:9]2[cH:8][cH:7][c:6]([F:5])[cH:11][cH:10]2)[CH2:16]1. The reactants are C(C(=O)N)(=O)OCC (ethyl oxamate), ClC1=C(C=CC=C1)Cl (1,2-dichlorobenzene), C(CCC)[Li] (n-butyl lithium), CCCCCC (hexane), Cl (hydrochloric acid). Solvent: C(C)O (ethanol), O1CCCC1 (tetrahydrofuran), O1CCCC1 (tetrahydrofuran), O (water). Run at temperature 0 celsius, time 1 hour. Yields the product ClC1=C(C=CC=C1Cl)C(C(=O)N)=O (2,3-dichlorophenylglyoxylamide). The yield is 32.4%. RXN SMILES: [Cl:1][C:2]1[CH:7]=[CH:6][CH:5]=[CH:4][C:3]=1[Cl:8].C([Li])CCC.CCCCCC.[C:20](OCC)(=[O:24])[C:21]([NH2:23])=[O:22].Cl>O1CCCC1.C(O)C.O>[Cl:1][C:2]1[C:3]([Cl:8])=[CH:4][CH:5]=[CH:6][C:7]=1[C:20](=[O:24])[C:21]([NH2:23])=[O:22]. Procedure: A stirred solution of 1,2-dichlorobenzene (50.0 g, 0.34 mol) in dried tetrahydrofuran (500 ml) was cooled to -65° C. under N2 and treated dropwise over 1 hour with a solution of n-butyl lithium in hexane (204 ml of 1.72 molar=0.35 mol), with the temperature held below -60° C. After stirring for a further 1 hour the pale yellow solution was treated dropwise with a solution of ethyl oxamate (19.9 g, 0.17 mol) in warm tetrahydrofuran (200 ml) with the reaction temperature held below -60° C. During ...